This data is from the Open Reaction Database (ORD), a public repository of structured organic reaction records. The task is: describe an organic reaction: reactants, conditions, products, and yield Starting materials: BrC=1SC=CC1 (2-Bromothiophene), C(C)OC=1C=C(C=CC1)B(O)O (3-ethoxyphenylboronic acid). Product: C(C)OC=1C=C(C=CC1)C=1SC=CC1 (2-(3-ethoxyphenyl)thiophene). Reaction SMILES: Br[C:2]1[S:3][CH:4]=[CH:5][CH:6]=1.[CH2:7]([O:9][C:10]1[CH:11]=[C:12](B(O)O)[CH:13]=[CH:14][CH:15]=1)[CH3:8]>>[CH2:7]([O:9][C:10]1[CH:15]=[C:14]([C:2]2[S:3][CH:4]=[CH:5][CH:6]=2)[CH:13]=[CH:12][CH:11]=1)[CH3:8]. Reported procedure: 2-Bromothiophene and 3-ethoxyphenylboronic acid were treated in a manner similar to Reference Example 20-(1) to give 2-(3-ethoxyphenyl)thiophene as colorless oil. APCI-Mass m/Z 205 (M+H).